Dataset: the Open Reaction Database (ORD), a public repository of structured organic reaction records. Task: describe an organic reaction: reactants, conditions, products, and yield The reactants are COc1ccc(CN(Cc2ccc(OC)cc2)c2ncc(-c3nc(N4CCOCC4)nc4c3CCN4c3nc(C(=O)N4CCN(CCO)CC4)cs3)cn2)cc1, OCCN1CCNCC1. The product is Nc1ncc(-c2nc(N3CCOCC3)nc3c2CCN3c2nc(C(=O)N3CCN(CCO)CC3)cs2)cn1. As a reaction SMILES: [CH3:10][O:11][c:12]1[cH:13][cH:14][c:15]([CH2:16][N:17]([c:18]2[n:19][cH:20][c:21](-[c:24]3[c:25]4[c:26]([n:27][c:28]([N:30]5[CH2:31][CH2:32][O:33][CH2:34][CH2:35]5)[n:29]3)[N:36]([c:39]3[s:40][cH:41][c:42]([C:44](=[O:45])[N:46]5[CH2:47][CH2:48][N:49]([CH2:52][CH2:53][OH:54])[CH2:50][CH2:51]5)[n:43]3)[CH2:37][CH2:38]4)[cH:22][n:23]2)[CH2:55][c:56]2[cH:57][cH:58][c:59]([O:60][CH3:61])[cH:62][cH:63]2)[cH:64][cH:65]1.[OH:1][CH2:2][CH2:3][N:4]1[CH2:5][CH2:6][NH:7][CH2:8][CH2:9]1>>[NH2:17][c:18]1[n:19][cH:20][c:21](-[c:24]2[c:25]3[c:26]([n:27][c:28]([N:30]4[CH2:31][CH2:32][O:33][CH2:34][CH2:35]4)[n:29]2)[N:36]([c:39]2[s:40][cH:41][c:42]([C:44](=[O:45])[N:46]4[CH2:47][CH2:48][N:49]([CH2:52][CH2:53][OH:54])[CH2:50][CH2:51]4)[n:43]2)[CH2:37][CH2:38]3)[cH:22][n:23]1. The reactants are COc1c(OCC(C)C)ccc(CC=C(C)C)c1O, CCCCCC, c1ccccc1. Product: COc1c(OCC(C)C)ccc2c1OC(C)(C)C=C2. RXN SMILES: [CH2:1]([CH:2]=[C:3]([CH3:4])[CH3:5])[c:6]1[c:7]([OH:19])[c:8]([O:17][CH3:18])[c:9]([O:12][CH2:13][CH:14]([CH3:15])[CH3:16])[cH:10][cH:11]1.[CH3:26][CH2:27][CH2:28][CH2:29][CH2:30][CH3:31].[cH:20]1[cH:21][cH:22][cH:23][cH:24][cH:25]1>>[CH:1]1=[CH:2][C:3]([CH3:4])([CH3:5])[O:19][c:7]2[c:6]1[cH:11][cH:10][c:9]([O:12][CH2:13][CH:14]([CH3:15])[CH3:16])[c:8]2[O:17][CH3:18].